Task: describe an organic reaction: reactants, conditions, products, and yield. Dataset: the Open Reaction Database (ORD), a public repository of structured organic reaction records Starting materials: 0.1m, P(=O)([O-])([O-])[O-] (phosphate), C(C1=CC=CC=C1)N1C(N([C@H]([C@H]1C(=O)OC)C(=O)OC)CC1=CC=CC=C1)=O (dimethyl cis-1,3-dibenzyl-2-oxoimidazolidine-4,5-dicarboxylate), [OH-].[Na+] (sodium hydroxide), S(O)(O)(=O)=O (sulfuric acid). Solvent: CO (methanol), C(Cl)(Cl)Cl (Chloroform). Conditions: temperature 30 celsius, time 42 hour. Yields the product C(C1=CC=CC=C1)N1C(N([C@@H]([C@@H]1C(=O)OC)C(=O)O)CC1=CC=CC=C1)=O ((4S,5R)-1,3-dibenzyl-5-methoxycarbonyl-2-oxoimidazolidine-4-carboxylic acid). Isolated yield 91.4%. RXN SMILES: [CH2:1]([N:8]1[C@H:12]([C:13]([O:15][CH3:16])=[O:14])[C@H:11]([C:17]([O:19]C)=[O:18])[N:10]([CH2:21][C:22]2[CH:27]=[CH:26][CH:25]=[CH:24][CH:23]=2)[C:9]1=[O:28])[C:2]1[CH:7]=[CH:6][CH:5]=[CH:4][CH:3]=1.P([O-])([O-])([O-])=O.[OH-].[Na+].S(=O)(=O)(O)O>C(Cl)(Cl)Cl.CO>[CH2:1]([N:8]1[C@@H:12]([C:13]([O:15][CH3:16])=[O:14])[C@@H:11]([C:17]([OH:19])=[O:18])[N:10]([CH2:21][C:22]2[CH:27]=[CH:26][CH:25]=[CH:24][CH:23]=2)[C:9]1=[O:28])[C:2]1[CH:7]=[CH:6][CH:5]=[CH:4][CH:3]=1 |f:2.3|. Reported procedure: To a suspension of dimethyl cis-1,3-dibenzyl-2-oxoimidazolidine-4,5-dicarboxylate (10.0 g) in a mixture of 0.1m phosphate buffer (pH 8.0, 900 ml) and methanol (100 ml) was added Pig Liver Esterase (manufactured by Sigma Lab., 32000 units, 200 mg). The mixture was stirred at 30° C. for 42 hours while the pH was adjusted to around 8.0 with 1 N aqueous sodium hydroxide solution. Chloroform (500 ml) was added to the mixture. Then, the mixture was adjusted to pH 2 with diluted sulfuric acid. The aque... The reactants are ClC=1C=C(C=CC1C)N=C=O (3-chloro-4-methylphenyl isocyanate), ClC1=C(C=C(N)C=C1)[N+](=O)[O-] (4-chloro-3-nitroaniline). The solvent is C1(=CC=CC=C1)C (toluene). The product is ClC=1C=C(C=CC1C)NC(=O)NC1=CC(=C(C=C1)Cl)[N+](=O)[O-] (N-(3-Chloro-4-methylphenyl)-N′-(4-chloro-3-nitrophenyl)urea). As a reaction SMILES: [Cl:1][C:2]1[CH:3]=[C:4]([N:9]=[C:10]=[O:11])[CH:5]=[CH:6][C:7]=1[CH3:8].[Cl:12][C:13]1[CH:19]=[CH:18][C:16]([NH2:17])=[CH:15][C:14]=1[N+:20]([O-:22])=[O:21]>C1(C)C=CC=CC=1>[Cl:1][C:2]1[CH:3]=[C:4]([NH:9][C:10]([NH:17][C:16]2[CH:18]=[CH:19][C:13]([Cl:12])=[C:14]([N+:20]([O-:22])=[O:21])[CH:15]=2)=[O:11])[CH:5]=[CH:6][C:7]=1[CH3:8]. Procedure details: A solution of 29.8 mmol (5 g) of 3-chloro-4-methylphenyl isocyanate in 90 ml of toluene is heated to 70° C., and 29.8 mmol (5.15 g) of 4-chloro-3-nitroaniline are poured in. The solution is heated at reflux for 24 hours. The reaction mixture is cooled using ice, and the precipitate formed is filtered off and then rinsed with diethyl ether to yield the expected product. Reactants: C(C)OC(CCNC(NC=1SC=C(C1C(=O)[O-])C)=O)=O (2-(3-(3-ethoxy-3-oxopropyl)ureido)-4-methylthiophene-3-carboxylate), [O-]CC.[Na+] (sodium ethoxide). The solvent is CCO (EtOH). Product: CC1=CSC=2NC(N(C(C21)=O)CCC(=O)OCC)=O (ethyl 3-(5-methyl-2,4-dioxo-1,2-dihydrothieno[2,3-d]pyrimidin-3(4H)-yl)propanoate). Yield: 77.9%. Reaction SMILES: [CH2:1]([O:3][C:4](=[O:20])[CH2:5][CH2:6][NH:7][C:8](=[O:19])[NH:9][C:10]1[S:11][CH:12]=[C:13]([CH3:18])[C:14]=1[C:15]([O-])=[O:16])[CH3:2].[O-]CC.[Na+]>CCO>[CH3:18][C:13]1[C:14]2[C:15](=[O:16])[N:7]([CH2:6][CH2:5][C:4]([O:3][CH2:1][CH3:2])=[O:20])[C:8](=[O:19])[NH:9][C:10]=2[S:11][CH:12]=1 |f:1.2|. Reported procedure: To a solution of 2-(3-(3-ethoxy-3-oxopropyl)ureido)-4-methylthiophene-3-carboxylate (470 mg, 1.5 mmol) in EtOH (10 mL) was added sodium ethoxide (203 mg, 2.19 mmol, freshly prepared). The reaction was heated at reflux for 4 h, concentrated, acidified with 1N HCl until PH=1 then extracted with EA (2×10 mL). The combined organic layers were dried over Na2SO4 and concentrated to give ethyl 3-(5-methyl-2,4-dioxo-1,2-dihydrothieno[2,3-d]pyrimidin-3(4H)-yl)propanoate (330 mg, 82% yield) as a yellow th... The reactants are C(C)(C)(C)N1N=CC(C(C1=O)O)=NC1=CC=NC=C1 (2-tert-butyl-4-hydroxy-5-(4-pyridylimino)pyridazin-3-(2H)-one), [BH4-].[Na+] (sodium borohydride). Run in CO (methanol). Conditions: time 2 hour. Yields the product C(C)(C)(C)N1N=CC(=C(C1=O)O)NCC1=CC=NC=C1 (2-tert-butyl-4-hydroxy-5-(4-pyridylmethylamino)pyridazin-3-(2H)-one). Isolated yield 99.1%. As a reaction SMILES: [C:1]([N:5]1[C:10](=[O:11])[CH:9]([OH:12])[C:8](=[N:13][C:14]2[CH:19]=[CH:18]N=CC=2)[CH:7]=[N:6]1)([CH3:4])([CH3:3])[CH3:2].[BH4-].[Na+]>CO>[C:1]([N:5]1[C:10](=[O:11])[C:9]([OH:12])=[C:8]([NH:13][CH2:14][C:19]2[CH:18]=[CH:10][N:5]=[CH:1][CH:2]=2)[CH:7]=[N:6]1)([CH3:2])([CH3:3])[CH3:4] |f:1.2|. Reported procedure: Into 10 ml of an absolute methanol solution of 1.36 g of 2-tert-butyl-4-hydroxy-5-(4-pyridylimino)pyridazin-3-(2H)-one, 0.11 g of sodium borohydride was added in a few times under cooling with ice. Then, the mixture was stirred at room temperature for two hours. Methanol was distilled off under reduced pressure, and then 100 ml of water and 150 ml of ethyl acetate were added thereto, followed by shaking. The insoluble powder was collected by filtration and washed with deionized water and then wi... The reactants are ClC1=CC=C2C(=N1)C(N(C2=O)C=2C=NN(C2)CC(F)(F)F)OC (2-chloro-7-methoxy-6-(1-(2,2,2-trifluoroethyl)-1H-pyrazol-4-yl)-6,7-dihydro-5H-pyrrolo[3,4-b]pyridin-5-one), CN(C)C=O (DMF), COC1=NC=C(C=C1OC)B1OC(C(O1)(C)C)(C)C (2,3-dimethoxy-5-(4,4,5,5-tetramethyl-1,3,2-dioxaborolan-2-yl)pyridine), C(=O)([O-])[O-].[Na+].[Na+] (Na2CO3). Reagents/catalysts: C=1C=CC(=CC1)[P](C=2C=CC=CC2)(C=3C=CC=CC3)[Pd]([P](C=4C=CC=CC4)(C=5C=CC=CC5)C=6C=CC=CC6)([P](C=7C=CC=CC7)(C=8C=CC=CC8)C=9C=CC=CC9)[P](C=1C=CC=CC1)(C=1C=CC=CC1)C=1C=CC=CC1 (Pd(PPh3)4). The solvent is O (water). Run at temperature 110 celsius, time 40 minute. Product: COC=1C=C(C=NC1OC)C1=CC=C2C(=N1)C(N(C2=O)C=2C=NN(C2)CC(F)(F)F)OC (2-(5,6-dimethoxypyridin-3-yl)-7-methoxy-6-(1-(2,2,2-trifluoroethyl)-1H-pyrazol-4-yl)-6,7-dihydro-5H-pyrrolo[3,4-b]pyridin-5-one). As a reaction SMILES: Cl[C:2]1[N:7]=[C:6]2[CH:8]([O:22][CH3:23])[N:9]([C:12]3[CH:13]=[N:14][N:15]([CH2:17][C:18]([F:21])([F:20])[F:19])[CH:16]=3)[C:10](=[O:11])[C:5]2=[CH:4][CH:3]=1.[CH3:24][O:25][C:26]1[C:31]([O:32][CH3:33])=[CH:30][C:29](B2OC(C)(C)C(C)(C)O2)=[CH:28][N:27]=1.C([O-])([O-])=O.[Na+].[Na+].CN(C=O)C>C1C=CC([P]([Pd]([P](C2C=CC=CC=2)(C2C=CC=CC=2)C2C=CC=CC=2)([P](C2C=CC=CC=2)(C2C=CC=CC=2)C2C=CC=CC=2)[P](C2C=CC=CC=2)(C2C=CC=CC=2)C2C=CC=CC=2)(C2C=CC=CC=2)C2C=CC=CC=2)=CC=1.O>[CH3:33][O:32][C:31]1[CH:30]=[C:29]([C:2]2[N:7]=[C:6]3[CH:8]([O:22][CH3:23])[N:9]([C:12]4[CH:13]=[N:14][N:15]([CH2:17][C:18]([F:21])([F:20])[F:19])[CH:16]=4)[C:10](=[O:11])[C:5]3=[CH:4][CH:3]=2)[CH:28]=[N:27][C:26]=1[O:25][CH3:24] |f:2.3.4,^1:57,59,78,97|. Procedure details: As shown in step 17-v of Scheme 17, to Compound 2058 (293 mg, 0.85 mmol), 2,3-dimethoxy-5-(4,4,5,5-tetramethyl-1,3,2-dioxaborolan-2-yl)pyridine (269 mg, 1.01 mmol), Na2CO3 (179 mg, 1.69 mmol), and Pd(PPh3)4 (98 mg, 0.085 mmol) was added DMF (10 mL), followed by the addition of water (2 mL). The reaction vessel was evacuated, placed under an atmosphere of nitrogen, then warmed to 110° C. (sand bath). After 16 hours the reaction mixture was partitioned between EtOAc and water (100 mL each). The or... Starting materials: [O-][Br+2]([O-])[O-], CC(=O)OC(C)C, Cc1ccc(C(=O)O)cc1C(F)(F)F, [Na+], [Na+], O, O=S([O-])O. Yields the product O=C(O)c1ccc(CBr)c(C(F)(F)F)c1. RXN SMILES: [Br+2:22]([O-:23])([O-:24])[O-:25].[C:15]([O:16][CH:17]([CH3:18])[CH3:19])(=[O:20])[CH3:21].[CH3:1][c:2]1[c:3]([C:11]([F:12])([F:13])[F:14])[cH:4][c:5]([C:6](=[O:7])[OH:8])[cH:9][cH:10]1.[Na+:26].[Na+:27].[OH2:32].[OH:28][S:29](=[O:30])[O-:31]>>[CH2:1]([c:2]1[c:3]([C:11]([F:12])([F:13])[F:14])[cH:4][c:5]([C:6](=[O:7])[OH:8])[cH:9][cH:10]1)[Br:22]. Starting materials: CC1=CC=C(C=C1)S(=O)(=O)OCC1COC2=C(O1)C=C(C=C2)[N+](=O)[O-] ([7-nitro-2,3-dihydro-1,4-benzodioxin-2-yl]methyl 4-methylbenzenesulfonate), CS(=O)C (DMSO), C(C1=CC=CC=C1)N (benzylamine), three, crystals. Run in O (Water), O (water). Conditions: temperature 90 celsius, time 18 hour. The product is C(C1=CC=CC=C1)NC[C@H]1COC2=C(O1)C=C(C=C2)[N+](=O)[O-] ((2S)-N-benzyl-1-[7-nitro-2,3-dihydro-1,4-benzodioxin-2-yl]methanamine). As a reaction SMILES: CC1C=CC(S(O[CH2:12][CH:13]2[O:18][C:17]3[CH:19]=[C:20]([N+:23]([O-:25])=[O:24])[CH:21]=[CH:22][C:16]=3[O:15][CH2:14]2)(=O)=O)=CC=1.CS(C)=O.[CH2:30]([NH2:37])[C:31]1[CH:36]=[CH:35][CH:34]=[CH:33][CH:32]=1>O>[CH2:30]([NH:37][CH2:12][C@@H:13]1[O:18][C:17]2[CH:19]=[C:20]([N+:23]([O-:25])=[O:24])[CH:21]=[CH:22][C:16]=2[O:15][CH2:14]1)[C:31]1[CH:36]=[CH:35][CH:34]=[CH:33][CH:32]=1. Procedure details: A 3 L three necked flask equipped with a heating mantle, thermocouple and mechanical stirrer is charged with [7-nitro-2,3-dihydro-1,4-benzodioxin-2-yl]methyl 4-methylbenzenesulfonate (356.8 g, 0.977 mol), DMSO (1 L) and benzylamine (261.7 g, 2.44 mol). The slurry is heated to maintain an internal temperature of 90° C. Heating is continued for 18 h, and then the solution is allowed to cool to 30° C. over 2 h. Water (400 mL) is added over 15 min. then seed crystals (˜100 mg) are added resulting in... Procedure: Trifluoroacetamide (10.44 g, 92.4 mmol) is dissolved in THF (30 mL). Sodium hydride (60% weight dispersion in mineral oil, 3.1 g, 77 mmol) is then added in small portions at room temperature while regulating the temperature of the reaction with a water bath. The mixture is stirred at room temperature for 5 min., after which E-1,3-dichloropropene (4.5 mL, 49.4 mmol) is added. After 2 min., the mixture thickened, and the reaction was heated to reflux for 45 min. The mixture is then cooled to room ... Reaction conditions: time 5 minute. As a reaction SMILES: [F:1][C:2]([F:7])([F:6])[C:3]([NH2:5])=[O:4].[H-].[Na+].[Cl:10]/[CH:11]=[CH:12]/[CH2:13]Cl.[Cl-].[NH4+]>C1COCC1.O>[Cl:10][CH:11]=[CH:12][CH2:13][NH:5][C:3](=[O:4])[C:2]([F:7])([F:6])[F:1] |f:1.2,4.5|. Product: ClC=CCNC(C(F)(F)F)=O (N-(3-Chloro-allyl)-2,2,2-trifluoro-acetamide). Run in O (water), C1CCOC1 (THF). Reactants: [Cl-].[NH4+] (ammonium chloride), FC(C(=O)N)(F)F (Trifluoroacetamide), Cl\C=C\CCl (E-1,3-dichloropropene), [H-].[Na+] (Sodium hydride).